This data is from the Open Reaction Database (ORD), a public repository of structured organic reaction records. The task is: describe an organic reaction: reactants, conditions, products, and yield The reactants are ClCC(=O)N(C1=C(C=CC=C1OC)OC)COC (alpha-chloro-N-[methoxymethyl]-N-[2,6-dimethoxyphenyl]acetamide), 3A, [Cl-].[Na+] (sodium chloride), C(C(C)C)O (isobutanol), CS(=O)(=O)O (methanesulfonic acid). Run in C=1(C(=CC=CC1)C)C (xylene). The product is ClCC(=O)N(C1=C(C=CC=C1OC)OC)COCC(C)C (alpha-chloro-N-[2-methylpropoxymethyl]-N-[2,6-dimethoxyphenyl]acetamide). The yield is 88.0%. Reaction SMILES: [Cl:1][CH2:2][C:3]([N:5]([CH2:16][O:17][CH3:18])[C:6]1[C:11]([O:12][CH3:13])=[CH:10][CH:9]=[CH:8][C:7]=1[O:14][CH3:15])=[O:4].[CH2:19](O)[CH:20](C)[CH3:21].CS(O)(=O)=O.[Cl-].[Na+]>C1(C)C(C)=CC=CC=1>[Cl:1][CH2:2][C:3]([N:5]([CH2:16][O:17][CH2:18][CH:20]([CH3:21])[CH3:19])[C:6]1[C:11]([O:12][CH3:13])=[CH:10][CH:9]=[CH:8][C:7]=1[O:14][CH3:15])=[O:4] |f:3.4|. Procedure: A mixture containing alpha-chloro-N-[methoxymethyl]-N-[2,6-dimethoxyphenyl]acetamide (4.9 g; 0.018 mole), 20 ml. of isobutanol and 0.2 ml. of methanesulfonic acid in 150 ml. of xylene was heated at reflux temperature for 2 hours under a soxhlet extractor containing 20 g. of activated 3A molecular sieves. The reaction mixture was then cooled to 26° C. after which time a 2.5% sodium chloride solution was added to the reaction mixture. The layers were separated and the organic layer was dried, filt... Starting materials: COC(=O)C1CCCCC1NC(=O)OCc1ccccc1, CO. Product: COC(=O)C1CCCCC1N. Reaction SMILES: [CH3:1][O:2][C:3](=[O:4])[CH:5]1[CH:6]([NH:11][C:12]([O:13][CH2:14][c:15]2[cH:16][cH:17][cH:18][cH:19][cH:20]2)=[O:21])[CH2:7][CH2:8][CH2:9][CH2:10]1.[CH3:22][OH:23]>>[CH3:1][O:2][C:3](=[O:4])[CH:5]1[CH:6]([NH2:11])[CH2:7][CH2:8][CH2:9][CH2:10]1. Starting materials: C(C)(C)(C)OC(=O)NCC(CP(OCC)(=O)CC1CC1)=O (ethyl 3-(N-tert.-butoxycarbonylamino)-2-oxo-propyl(cyclopropylmethyl)phosphinate), C[Si](Br)(C)C (trimethylbromosilane). Solvent: CO (methanol), ClCCl (dichloromethane). Run at time 4 hour. The product is Br.NCC(CP(O)(=O)CC1CC1)=O (3-amino-2-oxopropyl(cyclopropylmethyl)phosphinic acid hydrobromide salt). As a reaction SMILES: C(OC([NH:8][CH2:9][C:10](=[O:21])[CH2:11][P:12]([CH2:17][CH:18]1[CH2:20][CH2:19]1)(=[O:16])[O:13]CC)=O)(C)(C)C.C[Si](C)(C)[Br:24]>ClCCl.CO>[BrH:24].[NH2:8][CH2:9][C:10](=[O:21])[CH2:11][P:12]([CH2:17][CH:18]1[CH2:20][CH2:19]1)(=[O:13])[OH:16] |f:4.5|. Procedure details: A solution of 0.64 g of ethyl 3-(N-tert.-butoxycarbonylamino)-2-oxo-propyl(cyclopropylmethyl)phosphinate in 10 ml of anhydrous dichloromethane under an inert atmosphere at room temperature is treated with 1.53 g of trimethylbromosilane. The pale yellow solution is stirred for 4 hours at room temperature and the volatile materials are removed under reduced pressure to give a pale yellow oil. This oil is redissolved in methanol containing 1% water and the clear pale yellow solution is stirred for ... The reactants are ClC=1C=C(C=CC1)C=1N=C(SC1C(=O)N)NC1=C(C=CC(=C1)CC=O)[N+](=O)[O-] (4-(3-chloro-phenyl)-2-[2-nitro-5-(2-oxo-ethyl)-phenylamino]-thiazole-5-carboxylic acid amide), CN1CCNCC1 (N-methylpiperazine), C(C)(=O)O[BH-](OC(C)=O)OC(C)=O.[Na+] (sodium triacetoxyborohydride), Cl (hydrochloric acid). Solvent: C(C)OCC (diethyl ether), ClCCl (dichloromethane), C(C)(=O)O (acetic acid). Conditions: time 16 hour. Product: ClC=1C=C(C=CC1)C=1N=C(SC1C(=O)N)NC1=C(C=CC(=C1)CCN1CCN(CC1)C)[N+](=O)[O-] (4-(3-chlorophenyl)-2-{5-[2-(4-methyl-piperazin-1-yl)-ethyl]-2-nitro-phenylamino}-thiazole-5-carboxylic acid amide). Reaction SMILES: [Cl:1][C:2]1[CH:3]=[C:4]([C:8]2[N:9]=[C:10]([NH:16][C:17]3[CH:22]=[C:21]([CH2:23][CH:24]=O)[CH:20]=[CH:19][C:18]=3[N+:26]([O-:28])=[O:27])[S:11][C:12]=2[C:13]([NH2:15])=[O:14])[CH:5]=[CH:6][CH:7]=1.[CH3:29][N:30]1[CH2:35][CH2:34][NH:33][CH2:32][CH2:31]1.C(O[BH-](OC(=O)C)OC(=O)C)(=O)C.[Na+].Cl>C(OCC)C.ClCCl.C(O)(=O)C>[Cl:1][C:2]1[CH:3]=[C:4]([C:8]2[N:9]=[C:10]([NH:16][C:17]3[CH:22]=[C:21]([CH2:23][CH2:24][N:33]4[CH2:34][CH2:35][N:30]([CH3:29])[CH2:31][CH2:32]4)[CH:20]=[CH:19][C:18]=3[N+:26]([O-:28])=[O:27])[S:11][C:12]=2[C:13]([NH2:15])=[O:14])[CH:5]=[CH:6][CH:7]=1 |f:2.3|. Procedure details: A mixture of 0.200 g (0.43 mmole) of 4-(3-chloro-phenyl)-2-[5(2,2-dimethoxy-ethyl)-2-nitro-phenylamino]-thiazole-5-carboxylic acid amide (VI.9a) and 3 mL of 96% formic acid was stirred at room temperature for 1 hour. The solution was poured into water and the resulting precipitate was collected by filtration, washed with water and air-dried to give 0.135 g of 4-(3-chloro-phenyl)-2-[2-nitro-5-(2-oxo-ethyl)-phenylamino]-thiazole-5-carboxylic acid amide (VI.9b) as an orange solid. A mixture of 0.13... Reactants: CO, COC(=O)c1ccc(O)cc1[N+](=O)[O-], O=C[O-], [NH4+]. Yields the product COC(=O)c1ccc(O)cc1N. As a reaction SMILES: [CH3:19][OH:20].[CH3:1][O:2][C:3]([c:4]1[c:5]([N+:11]([O-:12])=[O:13])[cH:6][c:7]([OH:10])[cH:8][cH:9]1)=[O:14].[CH:15]([O-:16])=[O:17].[NH4+:18]>>[CH3:1][O:2][C:3]([c:4]1[c:5]([NH2:11])[cH:6][c:7]([OH:10])[cH:8][cH:9]1)=[O:14].